This data is from the Open Reaction Database (ORD), a public repository of structured organic reaction records. The task is: describe an organic reaction: reactants, conditions, products, and yield Procedure: A solution of 3.84 g (0.02 mole) of 5,6-dimethyl-2-mercaptomethylbenzimidazole and 1.9 g (0.02 mole) of pyridine N-oxide in 50 ml of acetic anhydride is heated to 100° C. for 4 hours. The acetic anhydride is evaporated off, the residue taken up with acetone and the mixture filtered and concentrated to a volume of 20 ml. From this solution, 2.6 g (48%) of 5,6-dimethyl-2-(2-pyridylthiomethyl)benzimidazole crystallize. The product thereby obtained is identical to that obtained by Method A, and the ... Run in C(C)(=O)OC(C)=O (acetic anhydride). RXN SMILES: [CH3:1][C:2]1[C:12]([CH3:13])=[CH:11][C:5]2[N:6]=[C:7]([CH2:9][SH:10])[NH:8][C:4]=2[CH:3]=1.[N+:14]1([O-])[CH:19]=[CH:18][CH:17]=[CH:16][CH:15]=1>C(OC(=O)C)(=O)C>[CH3:13][C:12]1[C:2]([CH3:1])=[CH:3][C:4]2[N:8]=[C:7]([CH2:9][S:10][C:15]3[CH:16]=[CH:17][CH:18]=[CH:19][N:14]=3)[NH:6][C:5]=2[CH:11]=1. Starting materials: CC1=CC2=C(N=C(N2)CS)C=C1C (5,6-dimethyl-2-mercaptomethylbenzimidazole), [N+]1(=CC=CC=C1)[O-] (pyridine N-oxide). Yields the product CC1=CC2=C(N=C(N2)CSC2=NC=CC=C2)C=C1C (5,6-dimethyl-2-(2-pyridylthiomethyl)benzimidazole). Starting materials: C(C)(C)(C)OC(NC(CNC(=O)C=1C(=NN2C1C=C(C=C2O)C)C)(CCC)C)=O (rac-(1-{[(7-Hydroxy-2,5-dimethylpyrazolo[1,5-a]pyridin-3-yl)carbonyl]amino}-2-methylpentan-2-yl)carbamic Acid tert-butyl Ester), C([O-])([O-])=O.[Cs+].[Cs+] (caesium carbonate), BrCC1=NC=CC=C1F (2-Bromomethyl-3-fluoropyridine). Run in CN(C)C=O (DMF). Reaction conditions: time 18 hour. The product is C(C)(C)(C)OC(NC(CNC(=O)C=1C(=NN2C1C=C(C=C2OCC2=NC=CC=C2F)C)C)(CCC)C)=O (rac-{1-[({7-[(3-Fluoropyridin-2-yl)methoxy]-2,5-dimethylpyrazolo[1,5-a]pyridin-3-yl}carbonyl)amino]-2-methylpentan-2-yl}carbamic Acid tert-butyl Ester). Isolated yield 33.0%. RXN SMILES: [C:1]([O:5][C:6](=[O:29])[NH:7][C:8]([CH3:28])([CH2:25][CH2:26][CH3:27])[CH2:9][NH:10][C:11]([C:13]1[C:14]([CH3:24])=[N:15][N:16]2[C:21]([OH:22])=[CH:20][C:19]([CH3:23])=[CH:18][C:17]=12)=[O:12])([CH3:4])([CH3:3])[CH3:2].C(=O)([O-])[O-].[Cs+].[Cs+].Br[CH2:37][C:38]1[C:43]([F:44])=[CH:42][CH:41]=[CH:40][N:39]=1>CN(C=O)C>[C:1]([O:5][C:6](=[O:29])[NH:7][C:8]([CH3:28])([CH2:25][CH2:26][CH3:27])[CH2:9][NH:10][C:11]([C:13]1[C:14]([CH3:24])=[N:15][N:16]2[C:21]([O:22][CH2:37][C:38]3[C:43]([F:44])=[CH:42][CH:41]=[CH:40][N:39]=3)=[CH:20][C:19]([CH3:23])=[CH:18][C:17]=12)=[O:12])([CH3:4])([CH3:3])[CH3:2] |f:1.2.3|. Procedure: A solution of 49 mg (0.12 mmol) of rac-[1-{[7-hydroxy-2,5-dimethylpyrazolo[1,5-a]pyridine-3-carbonyl)amino]}-1-methylbutyl)carbamic acid tert-butyl ester (Example 141A) in 2.1 ml of DMF was admixed with 78 mg (0.24 mmol) of caesium carbonate and 69 mg (0.360 mmol) of 2-bromomethyl-3-fluoropyridine (Example 143A). The reaction mixture was stirred at room temperature for 18 hours. The solvent was evaporated off under reduced pressure and the residue was partitioned between dichloromethane and wate... Starting materials: C(C)OC(=O)C1=NN(C(=C1)C1=CC=CC=C1)C1=CC=C(C=C1)S(N)(=O)=O (5-Phenyl-1-(4-sulfamoyl-phenyl)-1H-pyrazole-3-carboxylic acid ethyl ester), [Li+].[OH-] (LiOH), O (water). Solvent: C1CCOC1 (THF). Conditions: time 8 hour. Product: C1(=CC=CC=C1)C1=CC(=NN1C1=CC=C(C=C1)S(N)(=O)=O)C(=O)O (5-Phenyl-1-(4-sulfamoyl-phenyl)-1H-pyrazole-3-carboxylic acid). Yield: 96.1%. As a reaction SMILES: C([O:3][C:4]([C:6]1[CH:10]=[C:9]([C:11]2[CH:16]=[CH:15][CH:14]=[CH:13][CH:12]=2)[N:8]([C:17]2[CH:22]=[CH:21][C:20]([S:23](=[O:26])(=[O:25])[NH2:24])=[CH:19][CH:18]=2)[N:7]=1)=[O:5])C.[Li+].[OH-].O>C1COCC1>[C:11]1([C:9]2[N:8]([C:17]3[CH:18]=[CH:19][C:20]([S:23](=[O:26])(=[O:25])[NH2:24])=[CH:21][CH:22]=3)[N:7]=[C:6]([C:4]([OH:5])=[O:3])[CH:10]=2)[CH:12]=[CH:13][CH:14]=[CH:15][CH:16]=1 |f:1.2|. Procedure: To a solution of compound 3b (0.37 g, 1 mmol) in THF (10 mL) was added LiOH (35 mg, 1.5 mmol) followed by 2 mL of water at room temperature. The reaction mixture was stirred overnight. The reaction was quenched by adding 1N HCl. The solvent was evaporated in vacuo. The resulting white solids were collected by suction filtration and washed with water. The crude product was recrystallized from MeOH to give the titled compound (0.33 g, 96% yield) as a white solid. mp 188.5-190.9° C. 1H NMR (300 MHz... The reactants are CC1CCc2ncnc(O)c21, O=P(Cl)(Cl)Cl. Yields the product CC1CCc2ncnc(Cl)c21. Reaction SMILES: [CH3:6][CH:7]1[CH2:8][CH2:9][c:10]2[n:11][cH:12][n:13][c:14]([OH:16])[c:15]21.[P:1]([Cl:2])([Cl:3])([Cl:4])=[O:5]>>[Cl:3][c:14]1[n:13][cH:12][n:11][c:10]2[c:15]1[CH:7]([CH3:6])[CH2:8][CH2:9]2.